Dataset: the Open Reaction Database (ORD), a public repository of structured organic reaction records. Task: describe an organic reaction: reactants, conditions, products, and yield Reactants: C1CCOC1, COC(=O)CCCC=CCC1C(=O)CCC1c1ccc(C(O)C2CCCCC2)cc1, Cl, [Li+], [OH-]. The product is O=C(O)CCCC=CCC1C(=O)CCC1c1ccc(C(O)C2CCCCC2)cc1. RXN SMILES: [CH2:34]1[O:35][CH2:36][CH2:37][CH2:38]1.[CH3:3][O:4][C:5]([CH2:6][CH2:7][CH2:8][CH:9]=[CH:10][CH2:11][CH:12]1[CH:13]([c:18]2[cH:19][cH:20][c:21]([CH:24]([OH:25])[CH:26]3[CH2:27][CH2:28][CH2:29][CH2:30][CH2:31]3)[cH:22][cH:23]2)[CH2:14][CH2:15][C:16]1=[O:17])=[O:32].[ClH:33].[Li+:2].[OH-:1]>>[O:4]=[C:5]([CH2:6][CH2:7][CH2:8][CH:9]=[CH:10][CH2:11][CH:12]1[CH:13]([c:18]2[cH:19][cH:20][c:21]([CH:24]([OH:25])[CH:26]3[CH2:27][CH2:28][CH2:29][CH2:30][CH2:31]3)[cH:22][cH:23]2)[CH2:14][CH2:15][C:16]1=[O:17])[OH:32]. Conditions: temperature 25 celsius, time 4 hour. Starting materials: C1(CCCCC1)NS(=O)(=O)Cl (cyclohexylaminosulfonyl chloride), N1=CC=CC=C1 (pyridine), 39.6, C(=O)(OC)NC(OC)=N (N-carbomethoxy-O-methylisourea). Procedure: 59.6 parts of cyclohexylaminosulfonyl chloride and 26.9 parts of pyridine were introduced through two feed lines, into a stirred solution of 39.6 parts of N-carbomethoxy-O-methylisourea in 300 parts of ethyl acetate, at from 15° to 20° C. After having been stirred for 4 hours at 25° C., the reaction mixture was extracted once with water and once with 0.5 N hydrochloric acid and was then dried and concentrated under reduced pressure. This gave 79 parts of N-carbomethoxy-N'-cyclohexylsulfamyl-O-me... RXN SMILES: [CH:1]1([NH:7][S:8](Cl)(=[O:10])=[O:9])[CH2:6][CH2:5][CH2:4][CH2:3][CH2:2]1.N1C=CC=CC=1.[C:18]([NH:22][C:23](=[NH:26])[O:24][CH3:25])([O:20][CH3:21])=[O:19]>C(OCC)(=O)C>[C:18]([NH:22][C:23](=[N:26][S:8](=[O:10])(=[O:9])[NH:7][CH:1]1[CH2:6][CH2:5][CH2:4][CH2:3][CH2:2]1)[O:24][CH3:25])([O:20][CH3:21])=[O:19]. The solvent is C(C)(=O)OCC (ethyl acetate). The product is 79, C(=O)(OC)NC(OC)=NS(NC1CCCCC1)(=O)=O (N-carbomethoxy-N'-cyclohexylsulfamyl-O-methylisourea). Reactants: C(C)N(CCCl)CC (2-diethylaminoethyl chloride), O[C@H]1C(NC2=C(S[C@H]1C1=CC=C(C=C1)OC)C1=CC=CC=C1C=C2)=O ((±)-cis-2,3-dihydro-3-hydroxy-2-(4-methoxyphenyl)naphtho[1,2-b]-1,4-thiazepin-4(5H)-one), C([O-])([O-])=O.[K+].[K+] (potassium carbonate), C(C)N(CCCl)CC (2-diethylaminoethyl chloride), O (water). The solvent is C(C)(=O)OCC (ethyl acetate), C(C)(=O)OCC (ethyl acetate). Yields the product C(C)N(CCN1C2=C(S[C@H]([C@H](C1=O)O)C1=CC=C(C=C1)OC)C1=CC=CC=C1C=C2)CC ((±)-cis-5-[2-(diethylamino)ethyl]-2,3-dihydro-3-hydroxy-2-(4-methoxyphenyl)naphtho[1,2-b]-1,4-thiazepin-4(5H)-one). Yield: 86.9%. Reaction SMILES: [OH:1][C@@H:2]1[C@H:8]([C:9]2[CH:14]=[CH:13][C:12]([O:15][CH3:16])=[CH:11][CH:10]=2)[S:7][C:6]2[C:17]3[C:22]([CH:23]=[CH:24][C:5]=2[NH:4][C:3]1=[O:25])=[CH:21][CH:20]=[CH:19][CH:18]=3.C(=O)([O-])[O-].[K+].[K+].[CH2:32]([N:34]([CH2:38][CH3:39])[CH2:35][CH2:36]Cl)[CH3:33].O>C(OCC)(=O)C>[CH2:32]([N:34]([CH2:38][CH3:39])[CH2:35][CH2:36][N:4]1[C:3](=[O:25])[C@H:2]([OH:1])[C@H:8]([C:9]2[CH:14]=[CH:13][C:12]([O:15][CH3:16])=[CH:11][CH:10]=2)[S:7][C:6]2[C:17]3[C:22]([CH:23]=[CH:24][C:5]1=2)=[CH:21][CH:20]=[CH:19][CH:18]=3)[CH3:33] |f:1.2.3|. Reported procedure: A mixture of 4.4 g of (±)-cis-2,3-dihydro-3-hydroxy-2-(4-methoxyphenyl)naphtho[1,2-b]-1,4-thiazepin-4(5H)-one, 2.0 g of potassium carbonate and 1.8 g of 2-diethylaminoethyl chloride in 100 mL ethyl acetate was stirred and heated at reflux for 2 hours then an additional 0.5 g of 2-diethylaminoethyl chloride was added four times at 2 hour intervals. The mixture was heated at reflux for a total of 12 hours, then cooled to room temperature and to the mixture ethyl acetate and water were added. The o... Starting materials: CN(C=O)C (N,N-Dimethylformamide), C(C)(C)(C)C1=CC=C(NC2=CC=C(OC3=CC=NC4=CC(=C(C=C34)OC)O)C=C2)C=C1 (4-{4-[4-(tert-butyl)anilino]phenoxy}-6-methoxy-7-quinolinol), C(C)(C)(C)C1=CC=C(NC2=CC=C(OC3=CC=NC4=CC(=C(C=C34)OC)O)C=C2)C=C1 (4-{4-[4-(tert-butyl)anilino]phenoxy}-6-methoxy-7-quinolinol), C([O-])([O-])=O.[K+].[K+] (potassium carbonate), Cl.ClCCN1CCOCC1 (4-(2-chloroethyl)morpholine hydrochloride). Procedure: N,N-Dimethylformamide (2 ml) was added to 4-{4-[4-(tert-butyl)anilino]phenoxy}-6-methoxy-7-quinolinol (compound 21) (100 mg), potassium carbonate (167 mg), and 4-(2-chloroethyl)morpholine hydrochloride (70 mg), and the mixture was stirred at 75 to 80° C. for 6 hr. Water and ethyl acetate were added to the reaction solution, and the mixture was extracted with ethyl acetate. The extract was washed with saturated brine and was dried over sodium sulfate, and the solvent was then removed by evaporati... The yield is 80.1%. Reaction conditions: temperature 77.5 celsius, time 6 hour. RXN SMILES: CN(C)C=O.[C:6]([C:10]1[CH:36]=[CH:35][C:13]([NH:14][C:15]2[CH:34]=[CH:33][C:18]([O:19][C:20]3[C:29]4[C:24](=[CH:25][C:26]([OH:32])=[C:27]([O:30][CH3:31])[CH:28]=4)[N:23]=[CH:22][CH:21]=3)=[CH:17][CH:16]=2)=[CH:12][CH:11]=1)([CH3:9])([CH3:8])[CH3:7].C(=O)([O-])[O-].[K+].[K+].Cl.Cl[CH2:45][CH2:46][N:47]1[CH2:52][CH2:51][O:50][CH2:49][CH2:48]1>C(OCC)(=O)C.O>[C:6]([C:10]1[CH:36]=[CH:35][C:13]([NH:14][C:15]2[CH:34]=[CH:33][C:18]([O:19][C:20]3[C:29]4[C:24](=[CH:25][C:26]([O:32][CH2:45][CH2:46][N:47]5[CH2:52][CH2:51][O:50][CH2:49][CH2:48]5)=[C:27]([O:30][CH3:31])[CH:28]=4)[N:23]=[CH:22][CH:21]=3)=[CH:17][CH:16]=2)=[CH:12][CH:11]=1)([CH3:9])([CH3:7])[CH3:8] |f:2.3.4,5.6|. Yields the product C(C)(C)(C)C1=CC=C(C=C1)NC1=CC=C(C=C1)OC1=CC=NC2=CC(=C(C=C12)OC)OCCN1CCOCC1 ((4-Tert-butylphenyl)-{4-[6-methoxy-7-(2-morpholin-4-ylethoxy)quinolin-4-yloxy]phenyl}amine). Solvent: C(C)(=O)OCC (ethyl acetate), O (Water). Run in C1CCOC1 (THF). As a reaction SMILES: [CH2:1]([O:8][C:9]1[CH:10]=[CH:11][C:12]2[CH2:13][C@H:14]3[N:26]([CH2:27][CH:28]4[CH2:30][CH2:29]4)[CH2:25][CH2:24][C@:20]45[C:21]=2[C:22]=1[O:23][C@H:19]4[C@@H:18]([N:31]1[CH2:35][CH2:34][CH2:33][C:32]1=[O:36])[CH2:17][CH2:16][C@@:15]35[OH:37])[C:2]1[CH:7]=[CH:6][CH:5]=[CH:4][CH:3]=1.[Li+].[CH3:39][CH:40]([N-]C(C)C)C.C1COCC1.ICC.C(=O)([O-])O.[Na+]>C1COCC1>[CH2:1]([O:8][C:9]1[CH:10]=[CH:11][C:12]2[CH2:13][C@H:14]3[N:26]([CH2:27][CH:28]4[CH2:29][CH2:30]4)[CH2:25][CH2:24][C@:20]45[C:21]=2[C:22]=1[O:23][C@H:19]4[C@@H:18]([N:31]1[CH2:35][CH2:34][CH:33]([CH2:39][CH3:40])[C:32]1=[O:36])[CH2:17][CH2:16][C@@:15]35[OH:37])[C:2]1[CH:3]=[CH:4][CH:5]=[CH:6][CH:7]=1 |f:1.2.3,5.6|. Reactants: C(O)([O-])=O.[Na+] (sodium hydrogen carbonate), [Li+].CC(C)[N-]C(C)C.C1CCOC1 (LDA THF), ICC (iodoethane), C(C1=CC=CC=C1)OC=1C=CC=2C[C@@H]3[C@@]4(CC[C@@H]([C@H]5[C@@]4(C2C1O5)CCN3CC3CC3)N3C(CCC3)=O)O (1-(3-benzyloxy-17-cyclopropylmethyl-4,5α-epoxy-14-hydroxy-morphinan-6α-yl)-pyrrolidin-2-one). Reported procedure: In 5 mL of THF, 248 mg (0.50 mmol) of 1-(3-benzyloxy-17-cyclopropylmethyl-4,5α-epoxy-14-hydroxy-morphinan-6α-yl)-pyrrolidin-2-one obtained in Example 36-1 was dissolved, and 4.1 mL (1.48 mmol) of 0.36N LDA/THF solution was added at 0° C., followed by stirring the mixture for 1 hour. Thereafter, 0.08 mL (0.99 mmol) of iodoethane was added thereto and the resulting mixture was stirred for 3 hours. Aqueous saturated sodium hydrogen carbonate solution was added to the reaction mixture, and the resul... Product: C(C1=CC=CC=C1)OC=1C=CC=2C[C@@H]3[C@@]4(CC[C@@H]([C@H]5[C@@]4(C2C1O5)CCN3CC3CC3)N3C(C(CC3)CC)=O)O (1-(3-benzyloxy-17-cyclopropylmethyl-4,5α-epoxy-14-hydroxy-morphinan-6α-yl)-3-ethyl-pyrrolidin-2-one). Isolated yield 66.6%. Reaction conditions: time 1 hour. The reactants are C1(CC1)NC(C1=CC=C(C=C1)C1=CN=C2N1C=C(N=C2S(=O)(=O)C)C2=CC=NC=C2)=O (N-cyclopropyl-4-(8-methanesulfonyl-6-pyridin-4-yl-imidazo[1,2-a]pyrazin-3-yl)-benzamide), C(C)(C)(C)OC(NCCCN)=O (tert-butyl(3-aminopropyl)carbamate), CCN(C(C)C)C(C)C (DIPEA). Conditions: temperature 170 celsius. The product is C1(CC1)NC(=O)C1=CC=C(C=C1)C1=CN=C2N1C=C(N=C2NCCCNC(OC(C)(C)C)=O)C2=CC=NC=C2 (tert-butyl [3-({3-[4-(cyclopropylcarbamoyl)phenyl]-6-(pyridin-4-yl)imidazo[1,2-a]pyrazin-8-yl}amino)propyl]carbamate). Yield: 16.9%. RXN SMILES: [CH:1]1([NH:4][C:5](=[O:31])[C:6]2[CH:11]=[CH:10][C:9]([C:12]3[N:16]4[CH:17]=[C:18]([C:25]5[CH:30]=[CH:29][N:28]=[CH:27][CH:26]=5)[N:19]=[C:20](S(C)(=O)=O)[C:15]4=[N:14][CH:13]=3)=[CH:8][CH:7]=2)[CH2:3][CH2:2]1.[C:32]([O:36][C:37](=[O:43])[NH:38][CH2:39][CH2:40][CH2:41][NH2:42])([CH3:35])([CH3:34])[CH3:33].CCN(C(C)C)C(C)C>>[CH:1]1([NH:4][C:5]([C:6]2[CH:11]=[CH:10][C:9]([C:12]3[N:16]4[CH:17]=[C:18]([C:25]5[CH:30]=[CH:29][N:28]=[CH:27][CH:26]=5)[N:19]=[C:20]([NH:42][CH2:41][CH2:40][CH2:39][NH:38][C:37](=[O:43])[O:36][C:32]([CH3:34])([CH3:33])[CH3:35])[C:15]4=[N:14][CH:13]=3)=[CH:8][CH:7]=2)=[O:31])[CH2:3][CH2:2]1. Reported procedure: 0.1 mmol N-cyclopropyl-4-[8-(methylsulfonyl)-6-(pyridin-4-yl)imidazo[1,2-a]pyrazin-3-yl]benzamide (intermediate example 9-2) (1 mL, 0.1 M in NMP), 0.2 mmol tert-butyl(3-aminopropyl)carbamate (0.4 mL, 0.5 M in NMP, 2 eq) and 0.3 mmol DIPEA (41 μL, 3 eq) were combined in a sealed vial and heated at 170° C. under microwave irradiation for 60 min. After cooling, the solution was filtered and subjected to preparative HPLC to give 8.9 mg tert-butyl [3-({3-[4-(cyclopropylcarbamoyl)phenyl]-6-(pyridin-4-... Reactants: COC(=O)CC(C)C(=O)NC(C)C(=O)O, CCO, Cl, NO, [Na]. Yields the product [Na], CC(CC(=O)NO)C(=O)NC(C)C(=O)O. RXN SMILES: [CH3:1][O:2][C:3](=[O:4])[CH2:5][CH:6]([C:7](=[O:8])[NH:9][CH:10]([CH3:11])[C:12](=[O:13])[OH:14])[CH3:15].[CH3:20][CH2:21][OH:22].[ClH:16].[NH2:17][OH:18].[Na:19]>>[Na:19].[O:2]=[C:3]([CH2:5][CH:6]([C:7](=[O:8])[NH:9][CH:10]([CH3:11])[C:12](=[O:13])[OH:14])[CH3:15])[NH:17][OH:18]. Isolated yield 75.2%. Starting materials: OC1=C(C=CC(=C1)O)C1CCC(CC1)=CC#N ([4-(2,4-dihydroxyphenyl)cyclohexylidene]acetonitrile), COCOC1=C(C=CC(=C1)OCOC)C1CCC(CC1)=CC#N ({4-[2,4-bis(methoxymethoxy)phenyl]cyclohexylidene}acetonitrile), C([O-])(O)=O.[Na+] (sodium bicarbonate), Cl (hydrochloric acid). Conditions: time 17 hour. Reagents/catalysts: [Pd] (palladium). Solvent: C(C)O (ethanol), CO (methanol). Procedure: To a round bottomed flask equipped with magnetic stirrer was added {4-[2,4-bis(methoxymethoxy)phenyl]cyclohexylidene}acetonitrile (408 mg, 1.3 mmol) and methanol (20 ml). The resulting solution was heated to reflux temperature and aqueous hydrochloric acid (20 ml, 1.0M) was added. The solution was heated for 1 hr then cooled and saturated aqueous sodium bicarbonate solution (50 ml) added. The mixture was partitioned between ethyl acetate (100 ml) and water (20 ml) and the aqueous layer was extra... As a reaction SMILES: COC[O:4][C:5]1[CH:10]=[C:9]([O:11]COC)[CH:8]=[CH:7][C:6]=1[CH:15]1[CH2:20][CH2:19][C:18](=[CH:21][C:22]#[N:23])[CH2:17][CH2:16]1.Cl.C(=O)(O)[O-].[Na+].OC1C=C(O)C=CC=1C1CCC(=CC#N)CC1>[Pd].C(O)C.CO>[OH:4][C:5]1[CH:10]=[C:9]([OH:11])[CH:8]=[CH:7][C:6]=1[C@H:15]1[CH2:16][CH2:17][C@H:18]([CH2:21][C:22]#[N:23])[CH2:19][CH2:20]1 |f:2.3|. Product: OC1=C(C=CC(=C1)O)[C@@H]1CC[C@H](CC1)CC#N (trans-[4-(2,4-Dihydroxyphenyl)cyclohexyl]acetonitrile).